Dataset: the Open Reaction Database (ORD), a public repository of structured organic reaction records. Task: describe an organic reaction: reactants, conditions, products, and yield Reported procedure: 75 mg (0.45 mmol) of 3H-benzothiazol-2-one were dissolved in 10 ml of pyridine. Addition of 76 mg (0.59 mmol) of 1-isocyanatohexane was followed by stirring at 100° C. for 6 h, addition once again of the same amount of isocyanatohexane and stirring at 100° C. for 6 h. The reaction mixture was concentrated, and the residue was dissolved in water and extracted with ethyl acetate. The organic phase was concentrated and purified by preparative HPLC (PR18, acetonitrile/water 0.1% TFA). Yield: 38 mg (... RXN SMILES: [S:1]1[C:5]2[CH:6]=[CH:7][CH:8]=[CH:9][C:4]=2[NH:3][C:2]1=[O:10].N([CH2:14][CH2:15][CH2:16][CH2:17][CH2:18][CH3:19])=C=O>N1C=CC=CC=1>[O:10]=[C:2]1[NH:3][C:4]2[CH:9]=[CH:8][CH:7]=[CH:6][C:5]=2[S:1]1.[CH3:19][CH2:18][CH:17]([C:2]([NH2:3])=[O:10])[CH2:16][CH2:15][CH3:14] |f:3.4|. Solvent: N1=CC=CC=C1 (pyridine). The reactants are N(=C=O)CCCCCC (1-isocyanatohexane), S1C(NC2=C1C=CC=C2)=O (3H-benzothiazol-2-one), N(=C=O)CCCCCC (isocyanatohexane). The product is O=C1SC2=C(N1)C=CC=C2.CCC(CCC)C(=O)N (2-Oxobenzothiazole 3-hexylcarboxamide). Reaction conditions: temperature 100 celsius, time 6 hour. Starting materials: C(C)OC([C@H](CC1=CC=C(C=C1)OCCBr)OC)=O ((2S)-3-[4-(2-bromo-ethoxy)-phenyl]-2-methoxy-propionic acid ethyl ester), FC=1C=C(C=CC1)O (3-fluoro-phenol), CO[C@H](C(=O)O)CC1=CC=C(C=C1)OCCCOC1=CC=CC=C1 ((2S)-2-methoxy-3-[4-(3-phenoxy-propoxy)-phenyl]-propionic acid). Product: FC=1C=C(OCCOC2=CC=C(C=C2)C[C@@H](C(=O)O)OC)C=CC1 ((2S)-3-{4-[2-(3-fluoro-phenoxy)-ethoxy]-phenyl}-2-methoxy-propionic acid). Reaction SMILES: C([O:3][C:4](=[O:19])[C@@H:5]([O:17][CH3:18])[CH2:6][C:7]1[CH:12]=[CH:11][C:10]([O:13][CH2:14][CH2:15]Br)=[CH:9][CH:8]=1)C.[F:20][C:21]1[CH:22]=[C:23]([OH:27])[CH:24]=[CH:25][CH:26]=1.CO[C@@H](CC1C=CC(OCCCOC2C=CC=CC=2)=CC=1)C(O)=O>>[F:20][C:21]1[CH:22]=[C:23]([CH:24]=[CH:25][CH:26]=1)[O:27][CH2:15][CH2:14][O:13][C:10]1[CH:9]=[CH:8][C:7]([CH2:6][C@H:5]([O:17][CH3:18])[C:4]([OH:3])=[O:19])=[CH:12][CH:11]=1. Procedure: The title compound was prepared from (2S)-3-[4-(2-bromo-ethoxy)-phenyl]-2-methoxy-propionic acid ethyl ester (Example 283, Step 2) and 3-fluoro-phenol via the same procedure used for the preparation of (2S)-2-methoxy-3-[4-(3-phenoxy-propoxy)-phenyl]-propionic acid (Example 285, Step 1), to produce a white solid. MS (ES) for C18H19FO5 [M−H]−: 333.3. Starting materials: COC=1C=CC2=C(SC(=C2C(O)C2=CC=C(C=C2)CCCN2CCCCC2)C2CCCCC2)C1 ((6-methoxy-2-cyclohexylbenzo[b]thien-3-yl)[4-[3-(1-piperidinyl)propyl]phenyl]methanol). The reagents and catalysts are [O-2].[O-2].[O-2].[Cr+6] (chromium trioxide). Run in N1=CC=CC=C1 (pyridine), N1=CC=CC=C1 (pyridine). Conditions: time 1 hour. Yields the product COC=1C=CC2=C(SC(=C2C(=O)C2=CC=C(C=C2)CCCN2CCCCC2)C2CCCCC2)C1 ((6-methoxy-2-cyclohexylbenzo[b]thien-3-yl)[4-[3-(1-piperidinyl)propyl]phenyl]methanone). Yield: 45.0%. Reaction SMILES: [CH3:1][O:2][C:3]1[CH:4]=[CH:5][C:6]2[C:10]([CH:11]([C:13]3[CH:18]=[CH:17][C:16]([CH2:19][CH2:20][CH2:21][N:22]4[CH2:27][CH2:26][CH2:25][CH2:24][CH2:23]4)=[CH:15][CH:14]=3)[OH:12])=[C:9]([CH:28]3[CH2:33][CH2:32][CH2:31][CH2:30][CH2:29]3)[S:8][C:7]=2[CH:34]=1>[O-2].[O-2].[O-2].[Cr+6].N1C=CC=CC=1>[CH3:1][O:2][C:3]1[CH:4]=[CH:5][C:6]2[C:10]([C:11]([C:13]3[CH:14]=[CH:15][C:16]([CH2:19][CH2:20][CH2:21][N:22]4[CH2:27][CH2:26][CH2:25][CH2:24][CH2:23]4)=[CH:17][CH:18]=3)=[O:12])=[C:9]([CH:28]3[CH2:29][CH2:30][CH2:31][CH2:32][CH2:33]3)[S:8][C:7]=2[CH:34]=1 |f:1.2.3.4|. Procedure details: 88 mg of chromium trioxide was added to 5 ml of pyridine to give a yellow gruel-like solution, a pyridine solution of 105 mg of (6-methoxy-2-cyclohexylbenzo[b]thien-3-yl)[4-[3-(1-piperidinyl)propyl]phenyl]methanol was added, and the mixture was stirred at room temperature for 1 hour. After addition of ice to the reaction mixture, the mixture was extracted with ethyl acetate and the organic layer was dried over anhydrous magnesium sulfate. The solvent was distilled off, and the resultant crude pr... Starting materials: C1(=CC=CC=C1)C1=CC=2N(C=C1)N=NC2C(=O)[O-] (5-Phenyl-[1,2,3]triazolo[1,5-a]pyridine-3-carboxylate), C(C)(=O)NC1=CC=C(C=C1)S(=O)(=O)N=[N+]=[N-] (4-acetamidobenzenesulfonyl azide), C1CCC2=NCCCN2CC1 (DBU), C1(=CC=CC=C1)C1=CC(=NC=C1)CC(=O)OC (methyl 2-(4-phenylpyridin-2-yl)acetate). Solvent: CC#N (CH3CN). Reaction conditions: time 5 hour. Product: COC1=CC=C2C(=CC=NC2=C1)OCC=1N=NN2C1C=C(C=C2)C2=CC=CC=C2 (7-Methoxy-4-((5-phenyl-[1,2,3]-triazolo[1,5-a]pyridin-3-yl)methoxy)quinoline). RXN SMILES: [C:1]1([C:7]2[CH:12]=[CH:11][N:10]3[N:13]=[N:14][C:15]([C:16]([O-:18])=O)=[C:9]3[CH:8]=2)[CH:6]=[CH:5][CH:4]=[CH:3][CH:2]=1.C1([C:25]2[CH:30]=[CH:29][N:28]=[C:27]([CH2:31][C:32]([O:34][CH3:35])=O)[CH:26]=2)C=CC=CC=1.[CH2:36]1CCN2C(=NCCC2)C[CH2:37]1.C(NC1C=CC(S(N=[N+]=[N-])(=O)=O)=CC=1)(=O)C>CC#N>[CH3:35][O:34][C:32]1[CH:31]=[C:27]2[C:26]([C:25]([O:18][CH2:16][C:15]3[N:14]=[N:13][N:10]4[CH:11]=[CH:12][C:7]([C:1]5[CH:2]=[CH:3][CH:4]=[CH:5][CH:6]=5)=[CH:8][C:9]=34)=[CH:30][CH:29]=[N:28]2)=[CH:37][CH:36]=1. Reported procedure: 5-Phenyl-[1,2,3]triazolo[1,5-a]pyridine-3-carboxylate. To a solution of methyl 2-(4-phenylpyridin-2-yl)acetate (see Lohse, O.; Thevenin, P.; Waldvogel, E. Synlett 1999, 1, 45-48) (0.504 g, 2.22 mmol) in 12 mL CH3CN was added DBU (0.501 ml, 3.33 mmol) and the mixture cooled in an ice bath. To the solution, 4-acetamidobenzenesulfonyl azide (0.533 g, 2.22 mmol) was added and the mixture allowed to warm to rt. The mixture was stirred at rt for 5 h then evaporated. The residue was diluted with CH2Cl2... Solvent: O1CCCC1 (tetrahydrofuran). The reactants are ClC1=C(C(=CC(=C1)[N+](=O)[O-])Cl)C (2,6-dichloro-4-nitrotoluene), CO (methanol), Cl[O-].[Na+] (sodium hypochlorite), Cl (hydrochloric acid). Run at time 3.75 hour. As a reaction SMILES: [Cl:1][C:2]1[CH:7]=[C:6]([N+:8]([O-:10])=[O:9])[CH:5]=[C:4]([Cl:11])[C:3]=1[CH3:12].CO.[Cl:15][O-].[Na+].Cl>O1CCCC1>[Cl:1][C:2]1[CH:7]=[C:6]([N+:8]([O-:10])=[O:9])[CH:5]=[C:4]([Cl:11])[C:3]=1[CH2:12][Cl:15] |f:2.3|. Reported procedure: A solution of 2,6-dichloro-4-nitrotoluene (2.0 g 9.7 mmol) in tetrahydrofuran: methanol mixture (20:11 cm3) was added slowly to a vigorously stirred solution of 10-14% aqueous sodium hypochlorite (15 cm3) at 0° C. After 3.75 h at this temperature, the mixture was poured into dilute hydrochloric acid and then extracted with chloroform (30 cm3). The organic extract was dried and evaporated to yield an organge oil which was purified by flash chromatography over silica gel eluting with an ethyl acet... Yields the product ClC1=C(CCl)C(=CC(=C1)[N+](=O)[O-])Cl (2,6-Dichloro-4-nitrobenzylchloride). The reactants are CCO, Cc1cc(Cl)c([N+](=O)[O-])c(Cl)n1. Yields the product Cc1cc(Cl)c(N)c(Cl)n1. Reaction SMILES: [CH3:13][CH2:14][OH:15].[Cl:1][c:2]1[n:3][c:4]([CH3:12])[cH:5][c:6]([Cl:11])[c:7]1[N+:8]([O-:9])=[O:10]>>[Cl:1][c:2]1[n:3][c:4]([CH3:12])[cH:5][c:6]([Cl:11])[c:7]1[NH2:8].